From a dataset of the Open Reaction Database (ORD), a public repository of structured organic reaction records. describe an organic reaction: reactants, conditions, products, and yield As a reaction SMILES: [BH3:17].[C:18](=[O:19])([O-:20])[O-:21].[C:1]([CH3:2])([CH3:3])([CH3:4])[O:5][C:6](=[O:7])[N:8]1[CH:9]([C:14](=[O:15])[OH:16])[CH2:10][O:11][CH2:12][CH2:13]1.[CH2:24]1[O:25][CH2:26][CH2:27][CH2:28]1.[Na+:22].[Na+:23].[OH2:29]>>[C:1]([CH3:2])([CH3:3])([CH3:4])[O:5][C:6](=[O:7])[N:8]1[CH:9]([CH2:14][OH:15])[CH2:10][O:11][CH2:12][CH2:13]1. The product is CC(C)(C)OC(=O)N1CCOCC1CO. The reactants are B, O=C([O-])[O-], CC(C)(C)OC(=O)N1CCOCC1C(=O)O, C1CCOC1, [Na+], [Na+], O.